This data is from the Open Reaction Database (ORD), a public repository of structured organic reaction records. The task is: describe an organic reaction: reactants, conditions, products, and yield Solvent: C(C)O (ethanol). Procedure: 26.1 g of 4,5,6,7-tetrahydrothieno[3,2-c]pyridine, 80 ml of ethanol and 19 g of sodium bicarbonate are charged into a 250-ml three-necked round bottom flask fitted with a thermometer, a condenser and a mechanical stirrer. 30.2 g of o-chlorobenzyl chloride are then added and the mixture is heated to about 75°-80° C. during 1 hour. The reaction mixture is evaporated down and the residue is taken up with 200 ml of isopropyl ether. The 5-(2-chlorobenzyl)-4,5,6,7-tetrahydrothieno[3,2-c]pyridine obtai... Reactants: S1C=CC=2CNCCC21 (4,5,6,7-tetrahydrothieno[3,2-c]pyridine), C([O-])(O)=O.[Na+] (sodium bicarbonate), ClC1=C(CCl)C=CC=C1 (o-chlorobenzyl chloride). As a reaction SMILES: [S:1]1[C:9]2[CH2:8][CH2:7][NH:6][CH2:5][C:4]=2[CH:3]=[CH:2]1.C(=O)(O)[O-].[Na+].[Cl:15][C:16]1[CH:23]=[CH:22][CH:21]=[CH:20][C:17]=1[CH2:18]Cl>C(O)C>[ClH:15].[Cl:15][C:16]1[CH:23]=[CH:22][CH:21]=[CH:20][C:17]=1[CH2:18][N:6]1[CH2:7][CH2:8][C:9]2[S:1][CH:2]=[CH:3][C:4]=2[CH2:5]1 |f:1.2,5.6|. Product: Cl.ClC1=C(CN2CC3=C(CC2)SC=C3)C=CC=C1 (5-(2-Chlorobenzyl)-4,5,6,7-tetrahydrothieno[3,2-c]pyridine hydrochloride). Yields the product COC(=O)C1CCC(NS(=O)(=O)c2ccc(Br)cc2)CC1. Reactants: O=S(=O)(Cl)c1ccc(Br)cc1, COC(=O)C1CCC(N)CC1. RXN SMILES: [Br:1][c:2]1[cH:3][cH:4][c:5]([S:8](=[O:9])(=[O:10])[Cl:11])[cH:6][cH:7]1.[NH2:12][CH:13]1[CH2:14][CH2:15][CH:16]([C:19](=[O:20])[O:21][CH3:22])[CH2:17][CH2:18]1>>[Br:1][c:2]1[cH:3][cH:4][c:5]([S:8](=[O:9])(=[O:10])[NH:12][CH:13]2[CH2:14][CH2:15][CH:16]([C:19](=[O:20])[O:21][CH3:22])[CH2:17][CH2:18]2)[cH:6][cH:7]1. The reactants are Cl (hydrochloric acid), NC=1SC2=C(N1)C(=CC=C2)OC (2-amino-4-methoxybenzothiazole), N1=CC=CC=C1 (pyridine), ClC(=O)OC (methyl chloroformate). Run in ClCCl (dichloromethane). Reaction conditions: time 1 hour. The product is COC(NC=1SC2=C(N1)C(=CC=C2)OC)=O ((4-methoxy-benzothiazol-2-yl)-carbamic acid methyl ester). Isolated yield 99.3%. As a reaction SMILES: [NH2:1][C:2]1[S:3][C:4]2[CH:10]=[CH:9][CH:8]=[C:7]([O:11][CH3:12])[C:5]=2[N:6]=1.N1C=CC=CC=1.Cl[C:20]([O:22][CH3:23])=[O:21].Cl>ClCCl>[CH3:23][O:22][C:20](=[O:21])[NH:1][C:2]1[S:3][C:4]2[CH:10]=[CH:9][CH:8]=[C:7]([O:11][CH3:12])[C:5]=2[N:6]=1. Procedure details: To a stirred solution of 23.6 g (131 mmol) 2-amino-4-methoxybenzothiazole and 12.6 ml (157 mmol) pyridine in 230 ml dichloromethane at 0° C. was added dropwise 10.6 ml (137 mmol) methyl chloroformate and stirring continued for 1 hour. The mixture was then poured onto 1 M hydrochloric acid and the organic phase was separated, washed with brine, dried over sodium sulfate, and concentrated in vacuo to afford 31.0 g (99%) (4-methoxy-benzothiazol-2-yl)-carbamic acid methyl ester as a white solid. ES-... The reactants are CNC, CC(CS(=O)(=O)Cl)C(=O)OCc1ccccc1, ClCCl. The product is CC(CS(=O)(=O)N(C)C)C(=O)OCc1ccccc1. Reaction SMILES: [CH3:18][NH:19][CH3:20].[Cl:1][S:2](=[O:3])(=[O:4])[CH2:5][CH:6]([C:7](=[O:8])[O:9][CH2:10][c:11]1[cH:12][cH:13][cH:14][cH:15][cH:16]1)[CH3:17].[Cl:21][CH2:22][Cl:23]>>[S:2](=[O:3])(=[O:4])([CH2:5][CH:6]([C:7](=[O:8])[O:9][CH2:10][c:11]1[cH:12][cH:13][cH:14][cH:15][cH:16]1)[CH3:17])[N:19]([CH3:18])[CH3:20]. Starting materials: Clc1ccc(Br)cc1, [Cl-], I, [Mg], [NH4+], O=C1CCC(C2CCC3(CC2)OCCO3)CC1, C1CCOC1. Yields the product OC1(c2ccc(Cl)cc2)CCC(C2CCC3(CC2)OCCO3)CC1. Reaction SMILES: [Br:3][c:4]1[cH:5][cH:6][c:7]([Cl:10])[cH:8][cH:9]1.[Cl-:28].[I:2].[Mg:1].[NH4+:29].[O:11]=[C:12]1[CH2:13][CH2:14][CH:15]([CH:18]2[CH2:19][CH2:20][C:21]3([O:22][CH2:23][CH2:24][O:25]3)[CH2:26][CH2:27]2)[CH2:16][CH2:17]1.[O:30]1[CH2:31][CH2:32][CH2:33][CH2:34]1>>[c:4]1([C:12]2([OH:11])[CH2:13][CH2:14][CH:15]([CH:18]3[CH2:19][CH2:20][C:21]4([O:22][CH2:23][CH2:24][O:25]4)[CH2:26][CH2:27]3)[CH2:16][CH2:17]2)[cH:5][cH:6][c:7]([Cl:10])[cH:8][cH:9]1. The reactants are C(C=C)#N (acrylonitrile), S(O)(O)(=O)=O (sulphuric acid), C1(=CC=CC=C1)S(=O)[O-].[Na+] (sodium benzenesulphinate). Solvent: O (water), O (water). Conditions: temperature 100 celsius, time 30 minute. Yields the product C1(=CC=CC=C1)S(=O)(=O)CCC#N (3-phenylsulphonyl-propionitrile). As a reaction SMILES: [C:1]1([S:7]([O-:9])=[O:8])[CH:6]=[CH:5][CH:4]=[CH:3][CH:2]=1.[Na+].[C:11](#[N:14])[CH:12]=[CH2:13].S(=O)(=O)(O)O>O>[C:1]1([S:7]([CH2:13][CH2:12][C:11]#[N:14])(=[O:9])=[O:8])[CH:6]=[CH:5][CH:4]=[CH:3][CH:2]=1 |f:0.1|. Reported procedure: 650 ml of water are introduced into the flask and are heated to 80° to 90° C., and 935 g (4 mols) of 70% strength sodium benzenesulphinate are added to the water. 215 g (4.04 mols) of acrylonitrile and 382 g (1.95 mols) of 50% strength sulphuric acid are then added simultaneously, in the course of about 1 hour at 100° C., at such a rate that the pH value remains at 6 to 7. The mixture is stirred for 30 minutes at 100° C. and the pH value is again readjusted. Excess acrylonitrile is distilled off...